This data is from the Open Reaction Database (ORD), a public repository of structured organic reaction records. The task is: describe an organic reaction: reactants, conditions, products, and yield Reactants: C(C1=CC=CC=C1)(=O)C1=CC2=C(N=CS2=O)C=C1 (6-benzoylbenzothiazolinone), C(C)[SiH](CC)CC (triethylsilane), FC(C(=O)O)(F)F (trifluoroacetic acid), teflon. Run in ice. The product is C(C1=CC=CC=C1)C1=CC2=C(N=CS2=O)C=C1 (6-Benzylbenzothiazolinone). As a reaction SMILES: [C:1]([C:9]1[CH:18]=[CH:17][C:12]2[N:13]=[CH:14][S:15](=[O:16])[C:11]=2[CH:10]=1)(=O)[C:2]1[CH:7]=[CH:6][CH:5]=[CH:4][CH:3]=1.FC(F)(F)C(O)=O.C([SiH](CC)CC)C>>[CH2:1]([C:9]1[CH:18]=[CH:17][C:12]2[N:13]=[CH:14][S:15](=[O:16])[C:11]=2[CH:10]=1)[C:2]1[CH:3]=[CH:4][CH:5]=[CH:6][CH:7]=1. Procedure details: 10.2 g (0.04 mole) of 6-benzoylbenzothiazolinone are weighed into a 105-cm: flask. 45.6 g (0.4 mole) of trifluoroacetic acid are added via a dropping funnel equipped with a teflon tap. 10.5 g (0.09 mole) of triethylsilane are added dropwise with magnetic stirring and while cooling by means of a bath of ice-cold water. A calcium chloride guard tube is fitted and stirring is continued for fifteen hours at room temperature. The reaction mixture is poured with stirring into 500 cm3 of ice-cold water... Reactants: COC1=CC(=C(C=C1)CC(=C)F)OCC1=CC=CC=C1 (3-(4-Methoxybenzyloxyphenyl)-2-fluoro-1-propene), COC1=CC(=C(C=C1)CC(=C)F)OCC1=CC=CC=C1 (3-(4-Methoxybenzyloxyphenyl)-2-Fluoro-1-Propene), Cl (hydrochloric acid), [Cl-].[Na+] (sodium chloride), [OH-].[Na+] (sodium hydroxide). Solvent: CCOCC (ether). Reaction conditions: time 1 hour. Yields the product OC1=CC=C(C=C1)CC(=C)F (3-(4-Hydroxyphenyl)-2-Fluoro-1-Propene). Isolated yield 48.0%. As a reaction SMILES: C[O:2][C:3]1[CH:8]=[CH:7][C:6]([CH2:9][C:10]([F:12])=[CH2:11])=[C:5](OCC2C=CC=CC=2)[CH:4]=1.Cl.[Cl-].[Na+].[OH-].[Na+]>CCOCC>[OH:2][C:3]1[CH:8]=[CH:7][C:6]([CH2:9][C:10]([F:12])=[CH2:11])=[CH:5][CH:4]=1 |f:2.3,4.5|. Reported procedure: 3-(4-Methoxybenzyloxyphenyl)-2-fluoro-1-propene, i.e., the compound of example 5, (30 mg, 0.110 mmole) was treated with saturated methanolic hydrochloric acid and stirred at room temperature for one hour. The solution was then poured onto 50 ml cold saturated sodium chloride, diluted with 20 ml ether and the pH adjusted to pH 10 with cold 0.5N sodium hydroxide. The mixture was washed 3 additional times with 15 ml portions of 0.5N sodium hydroxide, and the combined aqueous layers were then washed... Starting materials: CCOCC (ether), Cl (HCl), CCOCC (ether), C1=C2[C@@H]3[C@H](CN4C2=C(C=C1)CC4)CN(C3)C(=O)OC(C)(C)C ((±)-cis tert-butyl 4,5,7a,8,10,10a-hexahydrodipyrrolo[3,4-c:3′,2′,1′-ij]quinoline-9(7H)-carboxylate), FC(C(=O)O)(F)F (trifluoroacetic acid), residue. The solvent is C(Cl)Cl (methylene chloride), C(C)O (ethanol). Conditions: time 2 hour. Yields the product Cl.Cl.C1=C2[C@@H]3[C@H](CN4C2=C(C=C1)CC4)CNC3 ((±)-cis-4,5,7,7a,8,9,10,10a-octahydrodipyrrolo[3,4-c:3′,2′,1′-ij]quinoline, bis-hydrochloride salt). The yield is 37.0%. As a reaction SMILES: [CH:1]1[CH:10]=[CH:9][C:8]2[CH2:11][CH2:12][N:6]3[C:7]=2[C:2]=1[C@H:3]1[CH2:15][N:14](C(OC(C)(C)C)=O)[CH2:13][C@H:4]1[CH2:5]3.FC(F)(F)C(O)=O.CCOCC.[ClH:35]>C(Cl)Cl.C(O)C>[ClH:35].[ClH:35].[CH:1]1[CH:10]=[CH:9][C:8]2[CH2:11][CH2:12][N:6]3[C:7]=2[C:2]=1[C@H:3]1[CH2:15][NH:14][CH2:13][C@H:4]1[CH2:5]3 |f:6.7.8|. Procedure details: To a solution of (±)-cis tert-butyl 4,5,7a,8,10,10a-hexahydrodipyrrolo[3,4-c:3′,2′,1′-ij]quinoline-9(7H)-carboxylate (400 mg, 1.33 mmol) in 10 mL of methylene chloride was added trifluoroacetic acid (3 mL). This mixture was stirred at ambient temperature for 2 h and then concentrated in vacuo. The residue was basified with sat'd aq Na2CO3 and extracted with chloroform. The organics were washed with brine, dried (K2CO3) and concentrated in vacuo to afford the free base. A portion of this residue ... Starting materials: COC1=CC=C(C=C1)C1=CC(=NN1C1=CC=CC=C1)CCC=O (3-(5-(4-methoxyphenyl)-1-phenyl-1H-pyrazol-3-yl)propanal), [BH-](OC(=O)C)(OC(=O)C)OC(=O)C.[Na+] (NaBH(OAc)3), FC1=C(C=CC=C1)N1CCNCC1 (1-(2-fluorophenyl)piperazine), CCN(C(C)C)C(C)C (DIPEA). Yields the product FC1=C(C=CC=C1)N1CCN(CC1)CCCC1=NN(C(=C1)C1=CC=C(C=C1)OC)C1=CC=CC=C1 (1-(2-fluorophenyl)-4-(3-(5-(4-methoxyphenyl)-1-phenyl-1H-pyrazol-3-yl)propyl)piperazine). RXN SMILES: [CH3:1][O:2][C:3]1[CH:8]=[CH:7][C:6]([C:9]2[N:13]([C:14]3[CH:19]=[CH:18][CH:17]=[CH:16][CH:15]=3)[N:12]=[C:11]([CH2:20][CH2:21][CH:22]=O)[CH:10]=2)=[CH:5][CH:4]=1.[F:24][C:25]1[CH:30]=[CH:29][CH:28]=[CH:27][C:26]=1[N:31]1[CH2:36][CH2:35][NH:34][CH2:33][CH2:32]1.CCN(C(C)C)C(C)C.[BH-](OC(C)=O)(OC(C)=O)OC(C)=O.[Na+]>>[F:24][C:25]1[CH:30]=[CH:29][CH:28]=[CH:27][C:26]=1[N:31]1[CH2:36][CH2:35][N:34]([CH2:22][CH2:21][CH2:20][C:11]2[CH:10]=[C:9]([C:6]3[CH:7]=[CH:8][C:3]([O:2][CH3:1])=[CH:4][CH:5]=3)[N:13]([C:14]3[CH:15]=[CH:16][CH:17]=[CH:18][CH:19]=3)[N:12]=2)[CH2:33][CH2:32]1 |f:3.4|. Procedure: 65 mg (53%) of target compound was obtained by using a method same as in Example 1 by using 3-(5-(4-methoxyphenyl)-1-phenyl-1H-pyrazol-3-yl)propanal (75 mg, 0.245 mmol), 1-(2-fluorophenyl)piperazine (44 mg, 0.245 mmol), DIPEA (0.064 mL, 0.368 mmol) and NaBH(OAc)3 (156 mg, 0.735 mmol). The reactants are [H-].C(C(C)C)[Al+]CC(C)C (Diisobutylaluminum hydride), N1(C=NC=C1)C1(CC1)C(=O)OCC (ethyl 1-(1H-imidazol-1-yl)cyclopropanecarboxylate), [Cl-].[NH4+] (ammonium chloride). Run in ClCCl (dichloromethane). Run at time 5 hour. Product: N1(C=NC=C1)C1(CC1)CO ((1-(1H-imidazol-1-yl)cyclopropyl)methanol). Yield: 67.9%. As a reaction SMILES: [H-].C([Al+]CC(C)C)C(C)C.[N:11]1([C:16]2([C:19](OCC)=[O:20])[CH2:18][CH2:17]2)[CH:15]=[CH:14][N:13]=[CH:12]1.[Cl-].[NH4+]>ClCCl>[N:11]1([C:16]2([CH2:19][OH:20])[CH2:18][CH2:17]2)[CH:15]=[CH:14][N:13]=[CH:12]1 |f:0.1,3.4|. Reported procedure: Diisobutylaluminum hydride (1M in tetrahydrofuran, 8 mL, 8 mmol) was added dropwise to a solution of ethyl 1-(1H-imidazol-1-yl)cyclopropanecarboxylate (0.3 g, 1.6 mmol) in anhydrous dichloromethane (20 mL) at −78° C. The reaction mixture was warmed to room temperature and stirred at that temperature for 5 h. A saturated aqueous solution of ammonium chloride was added and the mixture was stirred for 30 min. The resulting solids were filtered through a pad of Celite and the filtrate was dried over... Starting materials: BrC=1C=C(OCC2CCCCCC2)C=CC1 (((3-Bromophenoxy)methyl)cycloheptane), C(C=C)NC(C(F)(F)F)=O (N-allyl-2,2,2-trifluoroacetamide). The product is C1(CCCCCC1)COC=1C=C(C=CC1)/C=C/CNC(C(F)(F)F)=O ((E)-N-(3-(3-(cycloheptylmethoxy)phenyl)allyl)-2,2,2-trifluoroacetamide). RXN SMILES: Br[C:2]1[CH:3]=[C:4]([CH:14]=[CH:15][CH:16]=1)[O:5][CH2:6][CH:7]1[CH2:13][CH2:12][CH2:11][CH2:10][CH2:9][CH2:8]1.[CH2:17]([NH:20][C:21](=[O:26])[C:22]([F:25])([F:24])[F:23])[CH:18]=[CH2:19]>>[CH:7]1([CH2:6][O:5][C:4]2[CH:3]=[C:2](/[CH:19]=[CH:18]/[CH2:17][NH:20][C:21](=[O:26])[C:22]([F:25])([F:24])[F:23])[CH:16]=[CH:15][CH:14]=2)[CH2:13][CH2:12][CH2:11][CH2:10][CH2:9][CH2:8]1. Procedure details: ((3-Bromophenoxy)methyl)cycloheptane was coupled with N-allyl-2,2,2-trifluoroacetamide following the method used in Example 10 except that the mixture was heated for 23 h. After cooling to room temperature, the reaction mixture was concentrated under reduced pressure and partitioned between EtOAc and water. The combined organics were washed with water and brine, dried over MgSO4 and concentrated under reduced pressure. Purification by flash chromatography (10% EtOAc-hexanes) gave (E)-N-(3-(3-(cy... Reactants: S1C(=CC=C1)S (thiophene-2-thiol), BrCCCCCC(=O)O (6-bromo hexanoic acid). The product is S1C(=CC=C1)SCCCCCC(=O)O (6-(2-thienylsulfanyl) hexanoic acid). RXN SMILES: [S:1]1[CH:5]=[CH:4][CH:3]=[C:2]1[SH:6].Br[CH2:8][CH2:9][CH2:10][CH2:11][CH2:12][C:13]([OH:15])=[O:14]>>[S:1]1[CH:5]=[CH:4][CH:3]=[C:2]1[S:6][CH2:8][CH2:9][CH2:10][CH2:11][CH2:12][C:13]([OH:15])=[O:14]. Procedure: Method in which thiophene-2-thiol is reacted with 6-bromo hexanoic acid to obtain 6-(2-thienylsulfanyl) hexanoic acid represented by Chemical Formula [5]. The reactants are C(C)[C@@H]1CC[C@H](CC1)C(C#CC1=C(C(=C(C=C1)F)F)F)O (1-(trans-4-ethylcyclohexyl)-3-(2,3,4-trifluorophenyl)-2-propyne-1-ol), [H][H] (hydrogen). Reagents/catalysts: [C].[Pd] (palladium carbon). The solvent is C(C)(=O)OCC (ethyl acetate). The product is C(C)[C@@H]1CC[C@H](CC1)C(CCC1=C(C(=C(C=C1)F)F)F)O (1-(trans-4-ethylcyclohexyl)-3-(2,3,4-trifluorophenyl)-1-propanol). Isolated yield 98.7%. RXN SMILES: [CH2:1]([C@H:3]1[CH2:8][CH2:7][C@H:6]([CH:9]([OH:21])[C:10]#[C:11][C:12]2[CH:17]=[CH:16][C:15]([F:18])=[C:14]([F:19])[C:13]=2[F:20])[CH2:5][CH2:4]1)[CH3:2].[H][H]>[C].[Pd].C(OCC)(=O)C>[CH2:1]([C@H:3]1[CH2:8][CH2:7][C@H:6]([CH:9]([OH:21])[CH2:10][CH2:11][C:12]2[CH:17]=[CH:16][C:15]([F:18])=[C:14]([F:19])[C:13]=2[F:20])[CH2:5][CH2:4]1)[CH3:2] |f:2.3|. Procedure details: A 200-ml ethyl acetate mixture containing 1-(trans-4-ethylcyclohexyl)-3-(2,3,4-trifluorophenyl)-2-propyne-1-ol (38 g) and 5% palladium carbon (50% in water, 2 g) was stirred for 4 hours at room temperature at a hydrogen pressure of 4 atm. After palladium carbon was removed by filtration using Celite, the filtrate was concentrated to obtain 1-(trans-4-ethylcyclohexyl)-3-(2,3,4-trifluorophenyl)-1-propanol (38 g). Reactants: CN (Methylamine), BrC=1C=NC(=NC1)Cl (5-bromo-2-chloropyrimidine). Run at temperature 115 celsius. Product: NCC1=NC=C(C=N1)Br (2-Aminomethyl-5-bromopyrimidine). Yield: 93.5%. Reaction SMILES: [CH3:1][NH2:2].[Br:3][C:4]1[CH:5]=[N:6][C:7](Cl)=[N:8][CH:9]=1>>[NH2:2][CH2:1][C:7]1[N:6]=[CH:5][C:4]([Br:3])=[CH:9][N:8]=1. Reported procedure: Methylamine (2.0 M in methanol, 40 mL, 80 mmol) was added to 5-bromo-2-chloropyrimidine (5.6 g, 29.0 mmol) in a sealable reaction vessel. After allowing to vent for a few minutes, the vessel was sealed, placed behind a safety shield and heated in a 115° C. oil bath for 48 hours. Upon cooling the volatiles were removed in vacuo. The material was dissolved in CH2Cl2 (200 mL) and washed with 1M NaOH (40 mL). The aqueous layer was extracted further with CH2Cl2 (2×50 mL). The combined organics were d...